Task: describe an organic reaction: reactants, conditions, products, and yield. Dataset: the Open Reaction Database (ORD), a public repository of structured organic reaction records Reactants: Cl.Cl.N1=CC=C(C=C1)C(C(C(CC)=O)N)O (1-(4-pyridyl)-1-hydroxy-2-amino-3-ketopentane dihydrochloride), [O-]C#N.[K+] (potassium cyanate). The solvent is O (water). Run at temperature 50 celsius, time 10 hour. Yields the product C(C)C=1NC(NC1C(C1=CC=NC=C1)O)=O (4-Ethyl-1,3-dihydro-5-[hydroxy(4-pyridyl)methyl]-2H-imidazol-2-one). As a reaction SMILES: Cl.Cl.[N:3]1[CH:8]=[CH:7][C:6]([CH:9]([OH:16])[CH:10]([NH2:15])[C:11](=O)[CH2:12][CH3:13])=[CH:5][CH:4]=1.[O-:17][C:18]#[N:19].[K+]>O>[CH2:12]([C:11]1[NH:19][C:18](=[O:17])[NH:15][C:10]=1[CH:9]([OH:16])[C:6]1[CH:7]=[CH:8][N:3]=[CH:4][CH:5]=1)[CH3:13] |f:0.1.2,3.4|. Procedure details: In 100 ml water is dissolved 29.0 g (0.11 mol) of 1-(4-pyridyl)-1-hydroxy-2-amino-3-ketopentane dihydrochloride and 17.9 g (0.22 mol) of potassium cyanate. The solution is warmed to 50° C. for 10 minutes and then allowed to stand at room temperature for 10 hours, cooled and the solid collected to give the title compound; m.p. 234°-36°.